This data is from the Open Reaction Database (ORD), a public repository of structured organic reaction records. The task is: describe an organic reaction: reactants, conditions, products, and yield Reactants: C(C)(=O)NC=1N=C(C2=C(N1)NCC(C2)CC(C)C2=CC=C(C(=O)N[C@@H](CCC(=O)OCC)C(=O)OCC)C=C2)O (diethyl N-(4-[1-(2-acetamido-4-hydroxy-5,6,7,8-tetrahydropyrido[2,3-d]pyrimidin-6-yl)prop-2-yl]benzoyl)-L-glutamate). Run in [OH-].[Na+] (sodium hydroxide). Run at time 72 hour. Yields the product NC=1N=C(C2=C(N1)NCC(C2)CC(C)C2=CC=C(C(=O)N[C@@H](CCC(=O)O)C(=O)O)C=C2)O (N-(4-[1-(2-amino-4-hydroxy-5,6,7,8-tetrahydropyrido[2,3-d]pyrimidin-6-yl)prop-2-yl]benzoyl)-L-glutamic acid). The yield is 67.3%. Reaction SMILES: C([NH:4][C:5]1[N:6]=[C:7]([OH:40])[C:8]2[CH2:14][CH:13]([CH2:15][CH:16]([C:18]3[CH:39]=[CH:38][C:21]([C:22]([NH:24][C@H:25]([C:33]([O:35]CC)=[O:34])[CH2:26][CH2:27][C:28]([O:30]CC)=[O:29])=[O:23])=[CH:20][CH:19]=3)[CH3:17])[CH2:12][NH:11][C:9]=2[N:10]=1)(=O)C>[OH-].[Na+]>[NH2:4][C:5]1[N:6]=[C:7]([OH:40])[C:8]2[CH2:14][CH:13]([CH2:15][CH:16]([C:18]3[CH:19]=[CH:20][C:21]([C:22]([NH:24][C@H:25]([C:33]([OH:35])=[O:34])[CH2:26][CH2:27][C:28]([OH:30])=[O:29])=[O:23])=[CH:38][CH:39]=3)[CH3:17])[CH2:12][NH:11][C:9]=2[N:10]=1 |f:1.2|. Procedure details: A homogeneous solution of 17.5 mg of diethyl N-(4-[1-(2-acetamido-4-hydroxy-5,6,7,8-tetrahydropyrido[2,3-d]pyrimidin-6-yl)prop-2-yl]benzoyl)-L-glutamate in 2 mL of methanolic sodium hydroxide solution was allowed to stand at room temperature for 72 hours. Most of the solvent was then removed under reduced pressure and the mixture was diluted with water and acidified with acetic acid. The precipitate was collected by filtration, washed with water, and dried under reduced pressure (0.1 mm) for 48 ...